Dataset: the Open Reaction Database (ORD), a public repository of structured organic reaction records. Task: describe an organic reaction: reactants, conditions, products, and yield The reactants are OBO, Brc1cncc(COCC2(c3ccccc3)CCNCC2)c1, N#Cc1ccccc1, O=C(O)C(F)(F)F. Product: N#Cc1ccc(-c2cncc(COCC3(c4ccccc4)CCNCC3)c2)cc1. As a reaction SMILES: [BH:23]([OH:24])[OH:25].[Br:1][c:2]1[cH:3][n:4][cH:5][c:6]([CH2:8][O:9][CH2:10][C:11]2([c:17]3[cH:18][cH:19][cH:20][cH:21][cH:22]3)[CH2:12][CH2:13][NH:14][CH2:15][CH2:16]2)[cH:7]1.[C:26](#[N:27])[c:28]1[cH:29][cH:30][cH:31][cH:32][cH:33]1.[F:34][C:35]([F:36])([F:37])[C:38]([OH:39])=[O:40]>>[c:2]1(-[c:31]2[cH:30][cH:29][c:28]([C:26]#[N:27])[cH:33][cH:32]2)[cH:3][n:4][cH:5][c:6]([CH2:8][O:9][CH2:10][C:11]2([c:17]3[cH:18][cH:19][cH:20][cH:21][cH:22]3)[CH2:12][CH2:13][NH:14][CH2:15][CH2:16]2)[cH:7]1. Starting materials: Cl, Cc1cc(I)c(C)cc1O, CC(C)I, [K+], [K+], O=C([O-])[O-], CN(C)C=O. The product is Cc1cc(OC(C)C)c(C)cc1I. Reaction SMILES: [ClH:21].[I:11][c:12]1[cH:13][c:14]([CH3:20])[c:15]([OH:19])[cH:16][c:17]1[CH3:18].[I:7][CH:8]([CH3:9])[CH3:10].[K+:1].[K+:2].[O-:3][C:4]([O-:5])=[O:6].[O:22]=[CH:23][N:24]([CH3:25])[CH3:26]>>[CH:8]([CH3:9])([CH3:10])[O:19][c:15]1[c:14]([CH3:20])[cH:13][c:12]([I:11])[c:17]([CH3:18])[cH:16]1. Reactants: COC=1C=C(C=C(C1OC)[N+](=O)[O-])C(O)C1=NC=CC=C1 (α-(3,4-dimethoxy-5-nitrophenyl)-2-pyridine-methanol). Reagents/catalysts: [O-2].[O-2].[Mn+4] (manganese dioxide). The solvent is CC(=O)C (acetone). Yields the product N1=C(C=CC=C1)C(=O)C1=CC(=C(C(=C1)[N+](=O)[O-])OC)OC (3,4-dimethoxy-5-nitrophenyl 2-pyridyl ketone). RXN SMILES: [CH3:1][O:2][C:3]1[CH:4]=[C:5]([CH:14]([C:16]2[CH:21]=[CH:20][CH:19]=[CH:18][N:17]=2)[OH:15])[CH:6]=[C:7]([N+:11]([O-:13])=[O:12])[C:8]=1[O:9][CH3:10]>CC(C)=O.[O-2].[O-2].[Mn+4]>[N:17]1[CH:18]=[CH:19][CH:20]=[CH:21][C:16]=1[C:14]([C:5]1[CH:6]=[C:7]([N+:11]([O-:13])=[O:12])[C:8]([O:9][CH3:10])=[C:3]([O:2][CH3:1])[CH:4]=1)=[O:15] |f:2.3.4|. Reported procedure: 7 g of manganese dioxide and added portionwise to 4.0 g of α-(3,4-dimethoxy-5-nitrophenyl)-2-pyridine-methanol dissolved in 100 ml of acetone while constantly heating under reflux over a period of 2.5 hours. Thereupon, the mixture is heated under reflux for an additional 2 hours. The manganese salts are subsequently filtered and the residue obtained after evaporation is recrystallized from ether/hexane. There is obtained 3,4-dimethoxy-5-nitrophenyl 2-pyridyl ketone of m.p. 113°. Reactants: O=[N+]([O-])c1ccc2c(c1)C(C1OCCO1)c1cc([N+](=O)[O-])ccc1-2, [Na+], [O-]c1ccccc1. The product is O=[N+]([O-])c1ccc2c(c1)C(C1OCCO1)c1cc(Oc3ccccc3)ccc1-2. RXN SMILES: [N+:1]([O-:2])(=[O:3])[c:4]1[cH:5][c:6]2[c:14]([cH:15][cH:16]1)-[c:13]1[c:8]([cH:9][c:10]([N+:17](=[O:18])[O-:19])[cH:11][cH:12]1)[CH:7]2[CH:20]1[O:21][CH2:22][CH2:23][O:24]1.[Na+:32].[O-:25][c:26]1[cH:27][cH:28][cH:29][cH:30][cH:31]1>>[c:4]1([O:25][c:26]2[cH:27][cH:28][cH:29][cH:30][cH:31]2)[cH:5][c:6]2[c:14]([cH:15][cH:16]1)-[c:13]1[c:8]([cH:9][c:10]([N+:17](=[O:18])[O-:19])[cH:11][cH:12]1)[CH:7]2[CH:20]1[O:21][CH2:22][CH2:23][O:24]1. Starting materials: N1=CC=C(C=C1)C1=CC=C(C(=O)OCC)C=C1 (ethyl 4-(4-pyridyl)benzoate), [OH-].[Na+] (NaOH), C(C)O (ethanol), Cl (hydrochloric acid). Solvent: O (water). Run at time 1 hour. Yields the product N1=CC=C(C=C1)C1=CC=C(C(=O)O)C=C1 (4-(4-Pyridyl)benzoic acid). The yield is 86.7%. Reaction SMILES: [N:1]1[CH:6]=[CH:5][C:4]([C:7]2[CH:17]=[CH:16][C:10]([C:11]([O:13]CC)=[O:12])=[CH:9][CH:8]=2)=[CH:3][CH:2]=1.[OH-].[Na+].C(O)C.Cl>O>[N:1]1[CH:6]=[CH:5][C:4]([C:7]2[CH:17]=[CH:16][C:10]([C:11]([OH:13])=[O:12])=[CH:9][CH:8]=2)=[CH:3][CH:2]=1 |f:1.2|. Procedure details: A mixture of ethyl 4-(4-pyridyl)benzoate (1.0 g), 1 N NaOH (8.8 ml) and ethanol (8.8 ml) was stirred at room temperature for 1 hour and diluted with water, to which was added 1 N hydrochloric acid (8.8 ml) to give the title compound as crystals (0.76 g, 86.4%).